This data is from the Open Reaction Database (ORD), a public repository of structured organic reaction records. The task is: describe an organic reaction: reactants, conditions, products, and yield Yields the product CCOC(=O)C1=Cc2cccc(N3CCCC3=O)c2OCC1. RXN SMILES: [CH3:26][N:27]([CH3:28])[CH:29]=[O:30].[Cl:1][CH2:2][CH2:3][CH2:4][C:5](=[O:6])[NH:7][c:8]1[cH:9][cH:10][cH:11][c:12]2[c:18]1[O:17][CH2:16][CH2:15][C:14]([C:19](=[O:20])[O:21][CH2:22][CH3:23])=[CH:13]2.[H-:24].[Na+:25]>>[CH2:2]1[CH2:3][CH2:4][C:5](=[O:6])[N:7]1[c:8]1[cH:9][cH:10][cH:11][c:12]2[c:18]1[O:17][CH2:16][CH2:15][C:14]([C:19](=[O:20])[O:21][CH2:22][CH3:23])=[CH:13]2. The reactants are CN(C)C=O, CCOC(=O)C1=Cc2cccc(NC(=O)CCCCl)c2OCC1, [H-], [Na+]. The reactants are [O-]C#N.[Na+] (Sodium cyanate), FC(C=1C=C(N)C=CC1Cl)(F)F (3-trifluoromethyl-4-chloro aniline). Solvent: O (water), C(C)(=O)O (acetic acid). The product is ClC1=C(C=C(C=C1)NC(=O)N)C(F)(F)F (1-(4-chloro-3-(trifluoromethyl)phenyl)urea). Isolated yield 94.3%. RXN SMILES: [O-:1][C:2]#[N:3].[Na+].[F:5][C:6]([F:16])([F:15])[C:7]1[CH:8]=[C:9]([CH:11]=[CH:12][C:13]=1[Cl:14])[NH2:10]>O.C(O)(=O)C>[Cl:14][C:13]1[CH:12]=[CH:11][C:9]([NH:10][C:2]([NH2:3])=[O:1])=[CH:8][C:7]=1[C:6]([F:5])([F:15])[F:16] |f:0.1|. Procedure details: Sodium cyanate (1.7 g, 0.02 mol) was dissolved in water (17 ml) at room temperature to obtain a clear solution. This solution was then charged drop wise to the clear solution of 3-trifluoromethyl-4-chloro aniline (5 g, 0.025 mol) in acetic acid (25 ml) at 40° C.-45° C. within 1-2 hours. The reaction mass was then agitated for whole day cooling gradually to room temperature. The obtained solid was then filtered, washed with water and vacuum dried at 50° C. to afford (4.5 g) the desired product, i... Yields the product ClC1=NC(=NC(=C1)C)/C=C/C1=CC=C(C#N)C=C1 ((E)-4-[2-(4-chloro-6-methyl-pyrimidin-2-yl)-vinyl]-benzonitrile). Starting materials: OC1=NC(=NC(=C1)C)/C=C/C1=CC=C(C#N)C=C1 ((E)-4-[2-(4-hydroxy-6-methyl-pyrimidin-2-yl)-vinyl]-benzonitrile), O=P(Cl)(Cl)Cl (POCl3). Procedure: In analogy to example 12c), by heating (E)-4-[2-(4-hydroxy-6-methyl-pyrimidin-2-yl)-vinyl]-benzonitrile (0.71 g, 3 mmol) in POCl3 (5.49 ml, 60 mmol) at 130° C. for 4.5 h there was obtained (E)-4-[2-(4-chloro-6-methyl-pyrimidin-2-yl)-vinyl]-benzonitrile (0.59 g, 76%) as a pink solid. EI mass spectrum, m/e: 255 (M calculated for C14H10ClN3: 255). The yield is 76.9%. Reaction SMILES: O[C:2]1[CH:7]=[C:6]([CH3:8])[N:5]=[C:4](/[CH:9]=[CH:10]/[C:11]2[CH:18]=[CH:17][C:14]([C:15]#[N:16])=[CH:13][CH:12]=2)[N:3]=1.O=P(Cl)(Cl)[Cl:21]>>[Cl:21][C:2]1[CH:7]=[C:6]([CH3:8])[N:5]=[C:4](/[CH:9]=[CH:10]/[C:11]2[CH:18]=[CH:17][C:14]([C:15]#[N:16])=[CH:13][CH:12]=2)[N:3]=1. Reactants: CCCCCCS(=O)(=O)Cl, CCOC(C)=O, Nc1ccc(N2CCN(C(=O)c3ccccc3C(F)(F)F)CC2)cn1, c1ccncc1. Product: CCCCCCS(=O)(=O)Nc1ccc(N2CCN(C(=O)c3ccccc3C(F)(F)F)CC2)cn1. Reaction SMILES: [CH2:26]([CH2:27][CH2:28][CH2:29][CH2:30][CH3:31])[S:32](=[O:33])(=[O:34])[Cl:35].[CH3:42][CH2:43][O:44][C:45](=[O:46])[CH3:47].[NH2:1][c:2]1[cH:3][cH:4][c:5]([N:8]2[CH2:9][CH2:10][N:11]([C:14](=[O:15])[c:16]3[c:17]([C:22]([F:23])([F:24])[F:25])[cH:18][cH:19][cH:20][cH:21]3)[CH2:12][CH2:13]2)[cH:6][n:7]1.[cH:36]1[cH:37][cH:38][n:39][cH:40][cH:41]1>>[NH:1]([c:2]1[cH:3][cH:4][c:5]([N:8]2[CH2:9][CH2:10][N:11]([C:14](=[O:15])[c:16]3[c:17]([C:22]([F:23])([F:24])[F:25])[cH:18][cH:19][cH:20][cH:21]3)[CH2:12][CH2:13]2)[cH:6][n:7]1)[S:32]([CH2:26][CH2:27][CH2:28][CH2:29][CH2:30][CH3:31])(=[O:33])=[O:34]. Starting materials: C1(=CC=CC=C1)S(=O)(=O)N1C=C(C=2C1=NC=C(C2)Cl)CC2=C(N=C(S2)N)Cl (5-(1-Benzenesulfonyl-5-chloro-1H-pyrrolo[2,3-b]pyridin-3-ylmethyl)-4-chloro-thiazol-2-ylamine), FC=1C=C(C=NC1)C=O (5-fluoro-pyridine-3-carbaldehyde), C([O-])([O-])=O.[K+].[K+] (potassium carbonate), C(#N)[BH3-] (cyanoborohydride). The solvent is C(C)O (ethanol), C(C)(=O)O (acetic acid). Yields the product C1(=CC=CC=C1)S(=O)(=O)N1C=C(C=2C1=NC=C(C2)Cl)CC2=C(N=C(S2)NCC=2C=NC=C(C2)F)Cl ([5-(1-benzenesulfonyl-5-chloro-1H-pyrrolo[2,3-b]pyridin-3-ylmethyl)-4-chloro-thiazol-2-yl]-(5-fluoro-pyridin-3-ylmethyl)-amine). Isolated yield 49.7%. As a reaction SMILES: [C:1]1([S:7]([N:10]2[C:14]3=[N:15][CH:16]=[C:17]([Cl:19])[CH:18]=[C:13]3[C:12]([CH2:20][C:21]3[S:25][C:24]([NH2:26])=[N:23][C:22]=3[Cl:27])=[CH:11]2)(=[O:9])=[O:8])[CH:6]=[CH:5][CH:4]=[CH:3][CH:2]=1.[F:28][C:29]1[CH:30]=[C:31]([CH:35]=O)[CH:32]=[N:33][CH:34]=1.C([BH3-])#N.C(=O)([O-])[O-].[K+].[K+]>C(O)C.C(O)(=O)C>[C:1]1([S:7]([N:10]2[C:14]3=[N:15][CH:16]=[C:17]([Cl:19])[CH:18]=[C:13]3[C:12]([CH2:20][C:21]3[S:25][C:24]([NH:26][CH2:35][C:31]4[CH:32]=[N:33][CH:34]=[C:29]([F:28])[CH:30]=4)=[N:23][C:22]=3[Cl:27])=[CH:11]2)(=[O:9])=[O:8])[CH:2]=[CH:3][CH:4]=[CH:5][CH:6]=1 |f:3.4.5|. Procedure: To 5-(1-benzenesulfonyl-5-chloro-1H-pyrrolo[2,3-b]pyridin-3-ylmethyl)-4-chloro-thiazol-2-ylamine (592, 50.0 mg, 0.11 mmol, prepared as described in Example 66, Scheme 183) in ethanol (1.60 mL) and acetic acid (0.08 mL) were added 5-fluoro-pyridine-3-carbaldehyde (594, 43 mg, 0.34 mmol) and silica supported cyanoborohydride (1.21 mmol/g, 0.180 g). The reaction was irradiated with microwave on 300 watts, 100° C. for 7 minutes. The reaction was poured into aqueous potassium carbonate, and extracted... The reactants are CC(=O)O[BH-](OC(C)=O)OC(C)=O, C1COCCN1, CC(=O)O, COC(=O)c1cc(C=O)co1, ClCCl, [Na+]. Product: COC(=O)c1cc(CN2CCOCC2)co1. As a reaction SMILES: [C:22]([O:23][BH-:24]([O:25][C:26](=[O:27])[CH3:28])[O:29][C:30](=[O:31])[CH3:32])(=[O:33])[CH3:34].[CH2:12]1[CH2:13][O:14][CH2:15][CH2:16][NH:17]1.[CH3:18][C:19](=[O:20])[OH:21].[CH:1](=[O:2])[c:3]1[cH:4][c:5]([C:8](=[O:9])[O:10][CH3:11])[o:6][cH:7]1.[Cl:36][CH2:37][Cl:38].[Na+:35]>>[CH2:1]([c:3]1[cH:4][c:5]([C:8](=[O:9])[O:10][CH3:11])[o:6][cH:7]1)[N:17]1[CH2:12][CH2:13][O:14][CH2:15][CH2:16]1. The reactants are BrC=1C(=NC=C(C(=O)NC2=CC=C(C=C2)OC(F)(F)F)C1)N1C[C@H](CC1)CO ((S)-5-bromo-6-(3-(hydroxymethyl)pyrrolidin-1-yl)-N-(4-(trifluoromethoxy)phenyl)nicotinamide), CC1(OB(OC1(C)C)C=1C=NC=C(C#N)C1)C (5-(4,4,5,5-tetramethyl-1,3,2-dioxaborolan-2-yl)nicotinonitrile). Yields the product C(#N)C=1C=C(C=NC1)C=1C(=NC=C(C1)C(=O)NC1=CC=C(C=C1)OC(F)(F)F)N1C[C@H](CC1)CO ((S)-5′-Cyano-2-(3-(hydroxymethyl)pyrrolidin-1-yl)-N-(4-(trifluoromethoxy)phenyl)-[3,3′-bipyridine]-5-carboxamide). Procedure: The title compound was prepared in an analogous fashion to that described in Example 75 using (S)-5-bromo-6-(3-(hydroxymethyl)pyrrolidin-1-yl)-N-(4-(trifluoromethoxy)phenyl)nicotinamide (Stage 78.1) and 5-(4,4,5,5-tetramethyl-1,3,2-dioxaborolan-2-yl)nicotinonitrile to afford an off-white solid. UPLC-MS (condition 1) tR=2.38 min, m/z=484.0 [M+H]+, m/z=482.0 [M−H]−; 1H-NMR (400 MHz, DMSO-d6) δ ppm 1.47-1.67 (m, 1H) 1.78-1.91 (m, 1H) 2.16-2.30 (m, 1H) 2.96 (dd, J=11.00, 6.85 Hz, 1H) 3.12-3.19 (m, 2... Reaction SMILES: Br[C:2]1[C:3]([N:22]2[CH2:26][CH2:25][C@H:24]([CH2:27][OH:28])[CH2:23]2)=[N:4][CH:5]=[C:6]([CH:21]=1)[C:7]([NH:9][C:10]1[CH:15]=[CH:14][C:13]([O:16][C:17]([F:20])([F:19])[F:18])=[CH:12][CH:11]=1)=[O:8].CC1(C)C(C)(C)OB([C:37]2[CH:38]=[N:39][CH:40]=[C:41]([CH:44]=2)[C:42]#[N:43])O1>>[C:42]([C:41]1[CH:44]=[C:37]([C:2]2[C:3]([N:22]3[CH2:26][CH2:25][C@H:24]([CH2:27][OH:28])[CH2:23]3)=[N:4][CH:5]=[C:6]([C:7]([NH:9][C:10]3[CH:15]=[CH:14][C:13]([O:16][C:17]([F:20])([F:19])[F:18])=[CH:12][CH:11]=3)=[O:8])[CH:21]=2)[CH:38]=[N:39][CH:40]=1)#[N:43]. Reactants: CSC(N)=S, CON=C(C(=O)NC1C(=O)N(S(=O)(=O)[O-])C1SC)c1csc(NC(=O)CCl)n1, [Na+], [Na], O. Product: CON=C(C(=O)NC1C(=O)N(S(=O)(=O)[O-])C1SC)c1csc(N)n1, [Na+]. RXN SMILES: [CH3:30][S:31][C:32](=[S:33])[NH2:34].[Cl:1][CH2:2][C:3](=[O:4])[NH:5][c:6]1[s:7][cH:8][c:9]([C:11]([C:12](=[O:13])[NH:14][CH:15]2[C:16](=[O:25])[N:17]([S:21](=[O:22])(=[O:23])[O-:24])[CH:18]2[S:19][CH3:20])=[N:26][O:27][CH3:28])[n:10]1.[Na+:29].[Na:35].[OH2:36]>>[NH2:5][c:6]1[s:7][cH:8][c:9]([C:11]([C:12](=[O:13])[NH:14][CH:15]2[C:16](=[O:25])[N:17]([S:21](=[O:22])(=[O:23])[O-:24])[CH:18]2[S:19][CH3:20])=[N:26][O:27][CH3:28])[n:10]1.[Na+:29]. Starting materials: C([O-])(O)=O.[Na+] (sodium bicarbonate), S(O)(O)(=O)=O (sulfuric acid), [Na+].[Cl-] (NaCl), O1C(=CC=C1)C(=O)C(CCCCCC(C(=S)O)C1=CC=CC=C1)O (8-(2-furoyl)-8-hydroxy-2-phenylthiooctanoic acid), C1(O)=CC=C(O)C=C1 (hydroquinone). Solvent: C(=O)O (formic acid), O (water), C(OC)COC (dimethoxyethane), C(C)(=O)OCC (ethyl acetate). The product is C(=O)(O)C1=CC=CC=C1SC=1C(CC(C1)O)=O (2-(6-carboxy-phenylthio)-4-hydroxy-cyclopent-2-en-1-one). Reaction SMILES: [O:1]1C=CC=[C:2]1[C:6]([CH:8]([OH:24])[CH2:9][CH2:10]CCCC(C1C=CC=CC=1)C(O)=S)=O.[C:25]1([CH:32]=[CH:31][C:29](O)=[CH:28][CH:27]=1)O.[C:33](=[O:36])(O)[O-:34].[Na+].[S:38](=O)(=O)(O)O.[Na+].[Cl-]>C(OCC)(=O)C.C(O)=O.O.C(COC)OC>[C:33]([C:25]1[C:32]([S:38][C:10]2[C:2](=[O:1])[CH2:6][CH:8]([OH:24])[CH:9]=2)=[CH:31][CH:29]=[CH:28][CH:27]=1)([OH:34])=[O:36] |f:2.3,5.6|. Reported procedure: To a stirred mixture of 54.4 g of 8-(2-furoyl)-8-hydroxy-2-phenylthiooctanoic acid, 0.5 g of hydroquinone, 8.5 ml of dimethoxyethane, and 6.0 ml of water is added 12.0 g of sodium bicarbonate and 122 ml of 90% formic acid. The resulting solution is stirred at reflux temperature for 24 hours. The solution is cooled, treated dropwise with 40 ml of 98% sulfuric acid during 15 min., and then refluxed for 18 hours. The solution is cooled, diluted with ethyl acetate, and saturated with solid NaCl. The... Reported procedure: 81.20 g of 1,6-Hexanediamine Ethylenediamine (HDA) (0.7 mol) was added into a round-bottom flask with a stirring, a reflux condenser and a thermometer, and cooled to 10° C. below under nitrogen. 88.00 g of methanol solution of pentaerythritol tetraacrylate (PETA) (40%, 0.1 mol) was added to the round-bottom flask, and the mixture is allowed to react at 25° C. for 24 hours. The result solution is subjected to vacuum distillation to remove excess 1,6-Hexanediamine Ethylenediamine (HDA) (0.7 mol) a... Conditions: temperature 10 celsius. Run in CO (methanol), CO (methanol). RXN SMILES: [CH2:1]([NH2:4])[CH2:2][NH2:3].[CH2:5]([NH2:12])[CH2:6][CH2:7][CH2:8][CH2:9][CH2:10][NH2:11].[C:13]([O:17][CH2:18][C:19]([CH2:32][O:33][C:34](=[O:37])[CH:35]=[CH2:36])([CH2:26][O:27][C:28](=[O:31])[CH:29]=[CH2:30])[CH2:20][O:21][C:22](=[O:25])[CH:23]=[CH2:24])(=[O:16])[CH:14]=[CH2:15]>CO>[OH:17][CH2:18][C:19]([CH2:32][OH:33])([CH2:26][OH:27])[CH2:20][OH:21].[C:28]([O:27][CH2:26][C:19]([CH2:32][O:33][C:34](=[O:37])[CH:35]=[CH2:36])([CH2:20][O:21][C:22](=[O:25])[CH:23]=[CH2:24])[CH2:18][O:17][C:13](=[O:16])[CH:14]=[CH2:15])(=[O:31])[CH:29]=[CH2:30].[CH2:1]([NH2:4])[CH2:2][NH2:3].[CH2:5]([NH2:12])[CH2:6][CH2:7][CH2:8][CH2:9][CH2:10][NH2:11] |f:0.1,5.6.7|. Product: OCC(CO)(CO)CO (pentaerythritol), C(C=C)(=O)OCC(COC(C=C)=O)(COC(C=C)=O)COC(C=C)=O.C(CN)N.C(CCCCCN)N (PETA HDA). Reactants: C(CN)N.C(CCCCCN)N (1,6-Hexanediamine Ethylenediamine), C(CN)N.C(CCCCCN)N (1,6-Hexanediamine Ethylenediamine), C(C=C)(=O)OCC(COC(C=C)=O)(COC(C=C)=O)COC(C=C)=O (pentaerythritol tetraacrylate).